The task is: describe an organic reaction: reactants, conditions, products, and yield. This data is from the Open Reaction Database (ORD), a public repository of structured organic reaction records. The reactants are C(C)(C)OC1=CC=C(OC2=CC=C(C=NO)C=C2)C=C1 (4-(4-isopropoxyphenoxy)benzaldehyde oxime), ClN1C(CCC1=O)=O (N-chlorosuccinimide), O (water). The solvent is CN(C=O)C (N,N-dimethyl formamide). Conditions: time 8 hour. Product: ON=C(C1=CC=C(C=C1)OC1=CC=C(C=C1)OC(C)C)Cl (N-hydroxy-4-(4-isopropoxyphenoxy)benzenecarboximidoyl chloride). Isolated yield 104.2%. As a reaction SMILES: [CH:1]([O:4][C:5]1[CH:20]=[CH:19][C:8]([O:9][C:10]2[CH:18]=[CH:17][C:13]([CH:14]=[N:15][OH:16])=[CH:12][CH:11]=2)=[CH:7][CH:6]=1)([CH3:3])[CH3:2].[Cl:21]N1C(=O)CCC1=O.O>CN(C)C=O>[OH:16][N:15]=[C:14]([Cl:21])[C:13]1[CH:17]=[CH:18][C:10]([O:9][C:8]2[CH:19]=[CH:20][C:5]([O:4][CH:1]([CH3:3])[CH3:2])=[CH:6][CH:7]=2)=[CH:11][CH:12]=1. Procedure: To a solution of Example 17C (1.48 g, 5.56 mmol) in N,N-dimethyl formamide (15 mL) was added N-chlorosuccinimide (0.70 g, 5.24 mmol) at room temperature. The mixture was stirred at room temperature overnight. The mixture was poured into water. The aqueous layer was extracted with ether washed with water, then brine, and dried over MgSO4 and concentrated to give the title compound as an oil (1.67 g, 100%), Starting materials: CC(C)(C)OC(=O)NCCCCCCBr, C[Si](C)(C)[N-][Si](C)(C)C, Cc1ccccc1, [K+], O=C1CCc2ccccc2N1, C1CCOC1, O. Yields the product CC(C)(C)OC(=O)NCCCCCCN1C(=O)CCc2ccccc21. As a reaction SMILES: [C:22]([CH3:23])([CH3:24])([CH3:25])[O:26][C:27](=[O:28])[NH:29][CH2:30][CH2:31][CH2:32][CH2:33][CH2:34][CH2:35][Br:36].[CH3:1][Si:2]([N-:3][Si:4]([CH3:5])([CH3:6])[CH3:7])([CH3:8])[CH3:9].[CH3:38][c:39]1[cH:40][cH:41][cH:42][cH:43][cH:44]1.[K+:10].[O:11]=[C:12]1[NH:13][c:14]2[cH:15][cH:16][cH:17][cH:18][c:19]2[CH2:20][CH2:21]1.[O:45]1[CH2:46][CH2:47][CH2:48][CH2:49]1.[OH2:37]>>[O:11]=[C:12]1[N:13]([CH2:35][CH2:34][CH2:33][CH2:32][CH2:31][CH2:30][NH:29][C:27]([O:26][C:22]([CH3:23])([CH3:24])[CH3:25])=[O:28])[c:14]2[cH:15][cH:16][cH:17][cH:18][c:19]2[CH2:20][CH2:21]1.